Dataset: the Open Reaction Database (ORD), a public repository of structured organic reaction records. Task: describe an organic reaction: reactants, conditions, products, and yield Yields the product CCN1C(=O)CCC2(CCC(=O)c3ccccc32)C1=O. Starting materials: CN(C)C=O, Cl, [H-], O=C1CCC2(CCC(=O)c3ccccc32)C(=O)N1, [Na+], CCOS(=O)(=O)OCC. As a reaction SMILES: [CH3:31][N:32]([CH3:33])[CH:34]=[O:35].[ClH:30].[H-:19].[NH:1]1[C:2](=[O:18])[C:3]2([CH2:4][CH2:5][C:6](=[O:13])[c:7]3[cH:8][cH:9][cH:10][cH:11][c:12]32)[CH2:14][CH2:15][C:16]1=[O:17].[Na+:20].[S:21]([O:22][CH2:23][CH3:24])([O:27][CH2:25][CH3:26])(=[O:28])=[O:29]>>[N:1]1([CH2:25][CH3:26])[C:2](=[O:18])[C:3]2([CH2:4][CH2:5][C:6](=[O:13])[c:7]3[cH:8][cH:9][cH:10][cH:11][c:12]32)[CH2:14][CH2:15][C:16]1=[O:17]. The reactants are O (Water), C(Cl)Cl (DCM), ClC1=CC(=NC(=N1)C1=CC=CC=C1)C(=O)O (6-chloro-2-phenyl-pyrimidine-4-carboxylic acid), ClC1=CC(=NC(=N1)C1=CC=CC=C1)C(=O)O (6-chloro-2-phenyl-pyrimidine-4-carboxylic acid), intermediate 1.7, CCN(C(C)C)C(C)C (DIPEA). Run in C1CCOC1 (THF). Reaction conditions: temperature 60 celsius, time 48 hour. Product: CO[C@@H]1CN(CC1)C1=CC(=NC(=N1)C1=CC=CC=C1)C(=O)O (6-((S)-3-methoxy-pyrrolidin-1-yl)-2-phenyl-pyrimidine-4-carboxylic acid). As a reaction SMILES: Cl[C:2]1[N:7]=[C:6]([C:8]2[CH:13]=[CH:12][CH:11]=[CH:10][CH:9]=2)[N:5]=[C:4]([C:14]([OH:16])=[O:15])[CH:3]=1.CC[N:19]([CH:23]([CH3:25])C)[CH:20]([CH3:22])C.[OH2:26].[CH2:27](Cl)Cl>C1COCC1>[CH3:27][O:26][C@H:25]1[CH2:22][CH2:20][N:19]([C:2]2[N:7]=[C:6]([C:8]3[CH:13]=[CH:12][CH:11]=[CH:10][CH:9]=3)[N:5]=[C:4]([C:14]([OH:16])=[O:15])[CH:3]=2)[CH2:23]1. Reported procedure: 6-chloro-2-phenyl-pyrimidine-4-carboxylic acid (14.3 g; prepared as described in WO 2006/114774, Example 24, intermediate 24.3), intermediate 1.7 (10 g) and DIPEA (23 mL) were dissolved in THF (191 mL). The reaction mixture was stirred at 60° C. for 48 h. Water and DCM were added and the phases were separated. The aq. phases were washed with DCM and the combined org. phases were dried (Na2SO4) and evaporated off. CC (DCM/MeOH 9/1) of the crude yielded the desired compound (13.2 g). The reactants are ClC1=C(C=C(C=C1)[N+](=O)[O-])OC (2-chloro-5-nitroanisole), OC1CNCC1 (3-hydroxy pyrrolidine), O (water). Run in C(C)(=O)OCC (ethyl acetate), [Cl-].[Na+].O (brine). Reaction conditions: temperature 110 celsius. The product is COC1=C(C=CC(=C1)[N+](=O)[O-])N1C[C@@H](CC1)O ((R)-1-(2-Methoxy-4-nitrophenyl)pyrrolidin-3-ol). Yield: 81.2%. As a reaction SMILES: Cl[C:2]1[CH:7]=[CH:6][C:5]([N+:8]([O-:10])=[O:9])=[CH:4][C:3]=1[O:11][CH3:12].[OH:13][CH:14]1[CH2:18][CH2:17][NH:16][CH2:15]1.O>C(OCC)(=O)C.[Cl-].[Na+].O>[CH3:12][O:11][C:3]1[CH:4]=[C:5]([N+:8]([O-:10])=[O:9])[CH:6]=[CH:7][C:2]=1[N:16]1[CH2:17][CH2:18][C@@H:14]([OH:13])[CH2:15]1 |f:4.5.6|. Procedure details: A mixture of 2-chloro-5-nitroanisole (0.59 g, 3.1 mmol) and 3-hydroxy pyrrolidine (0.55 g, 6.2 mmol) was heated neat to 110° C. over night. Reaction mass was diluted with ethyl acetate and the organic layer was given water and brine wash, dried over Na2SO4, concentration yields dark red solid (0.6 g, 82% yield). LC-MS, [M+H]+=239. Reactants: Br, CNc1nc2c(C)cccc2s1, NN, O, O, OCCO. Yields the product Cc1cccc2sc(NN)nc12. RXN SMILES: [BrH:1].[CH3:2][c:3]1[cH:4][cH:5][cH:6][c:7]2[c:8]1[n:9][c:10]([NH:12][CH3:13])[s:11]2.[NH2:19][NH2:20].[OH2:18].[OH2:21].[OH:14][CH2:15][CH2:16][OH:17]>>[CH3:2][c:3]1[cH:4][cH:5][cH:6][c:7]2[c:8]1[n:9][c:10]([NH:12][NH2:19])[s:11]2. Starting materials: [Na+].C1(=CC=CC=C1)S(=O)[O-] (benzenesulfinic acid sodium salt), C(N)(OC(C)(C)C)=O (tert-butyl carbamate), C(=O)O (formic acid), C(C1=CC=CC=C1)OC=1C=C(C=NC1)C=O (5-(Benzyloxy)pyridine-3-carbaldehyde). Solvent: C1CCOC1 (THF), O (water). Reaction conditions: time 4 day. Product: C(C1=CC=CC=C1)OC=1C=C(C=NC1)C(S(=O)(=O)C1=CC=CC=C1)NC(OC(C)(C)C)=O (tert-butyl {[5-(benzyloxy)pyridin-3-yl](phenylsulfonyl)methyl}carbamate). RXN SMILES: [CH2:1]([O:8][C:9]1[CH:10]=[C:11]([CH:15]=O)[CH:12]=[N:13][CH:14]=1)[C:2]1[CH:7]=[CH:6][CH:5]=[CH:4][CH:3]=1.[Na+].[C:18]1([S:24]([O-:26])=[O:25])[CH:23]=[CH:22][CH:21]=[CH:20][CH:19]=1.[C:27](=[O:34])([O:29][C:30]([CH3:33])([CH3:32])[CH3:31])[NH2:28].C(O)=O>C1COCC1.O>[CH2:1]([O:8][C:9]1[CH:10]=[C:11]([CH:15]([NH:28][C:27](=[O:34])[O:29][C:30]([CH3:33])([CH3:32])[CH3:31])[S:24]([C:18]2[CH:23]=[CH:22][CH:21]=[CH:20][CH:19]=2)(=[O:26])=[O:25])[CH:12]=[N:13][CH:14]=1)[C:2]1[CH:3]=[CH:4][CH:5]=[CH:6][CH:7]=1 |f:1.2|. Procedure: To 5-(Benzyloxy)pyridine-3-carbaldehyde (3.61 g, 16.9 mmol, Harrowven, D. C. et all Tetrahedron, 2001 57 p. 4447-4454) and benzenesulfinic acid sodium salt (2.7 g, 16.6 mmol) in THF (16.3 mL) was added water (36.3 mL), tert-butyl carbamate (1.94 g, 16.6 mmol) and formic acid (1.9 mL, 49 mmol). The mixture was stirred for 4 day and filtrated. The filtrate was stirred for 2 additional days and filtrated again. The formed precipitates were washed with water and triturated in hexane containing 9% di... The reactants are CCn1c(=O)n(OCc2ccccc2)c(=O)c2cc(F)c(N3CCN(C)CC3)nc21, CO. Yields the product CCn1c(=O)n(O)c(=O)c2cc(F)c(N3CCN(C)CC3)nc21. Reaction SMILES: [CH2:1]([c:2]1[cH:3][cH:4][cH:5][cH:6][cH:7]1)[O:8][n:9]1[c:10](=[O:30])[n:11]([CH2:28][CH3:29])[c:12]2[c:13]([c:14]1=[O:15])[cH:16][c:17]([F:27])[c:18]([N:20]1[CH2:21][CH2:22][N:23]([CH3:26])[CH2:24][CH2:25]1)[n:19]2.[CH3:31][OH:32]>>[OH:8][n:9]1[c:10](=[O:30])[n:11]([CH2:28][CH3:29])[c:12]2[c:13]([c:14]1=[O:15])[cH:16][c:17]([F:27])[c:18]([N:20]1[CH2:21][CH2:22][N:23]([CH3:26])[CH2:24][CH2:25]1)[n:19]2. Starting materials: FC=1C=C(C(=NO)Cl)C=CC1 (3-fluoro-N-hydroxybenzimidoyl chloride), COC(CC#N)=O (methylcyanoacetate), C[O-].[Na+] (sodium methoxide). Solvent: CO (methanol). The product is NC1=C(C(=NO1)C1=CC(=CC=C1)F)C(=O)OC (methyl 5-amino-3-(3-fluorophenyl)isoxazol-4-carboxylate). Isolated yield 77.3%. As a reaction SMILES: [F:1][C:2]1[CH:3]=[C:4]([CH:9]=[CH:10][CH:11]=1)[C:5](Cl)=[N:6][OH:7].[CH3:12][O:13][C:14](=[O:18])[CH2:15][C:16]#[N:17].C[O-].[Na+]>CO>[NH2:17][C:16]1[O:7][N:6]=[C:5]([C:4]2[CH:9]=[CH:10][CH:11]=[C:2]([F:1])[CH:3]=2)[C:15]=1[C:14]([O:13][CH3:12])=[O:18] |f:2.3|. Procedure: In a similar manner as described in Preparation Example 17, by using methanol (160 mL), 3-fluoro-N-hydroxybenzimidoyl chloride (8.00 g, 46.09 mmol), methylcyanoacetate (5.94 g, 59.92 mmol) and sodium methoxide (4.98 g, 92.18 mmol), a white solid required compound (8.42 g, 35.64 mmol, 77%) was obtained. RXN SMILES: [CH2:51]([Cl:52])[Cl:53].[CH2:54]1[O:55][CH2:56][CH2:57][CH2:58]1.[CH3:39][O:40][C:41](=[O:42])[NH:43][CH:44]([CH:45]([CH3:46])[CH3:47])[C:48](=[O:49])[OH:50].[O:59]=[CH:60][N:61]([CH3:62])[CH3:63].[s:1]1[c:2](-[c:6]2[cH:7][cH:8][c:9]([CH2:12][N:13]([CH2:14][CH:15]([CH:16]([CH2:17][c:18]3[cH:19][cH:20][cH:21][cH:22][cH:23]3)[NH:24][C:25]([CH:26]([NH:27][C:28](=[O:29])[O:30][CH3:31])[CH:32]([CH3:33])[CH2:34][CH3:35])=[O:36])[OH:37])[NH2:38])[cH:10][cH:11]2)[n:3][cH:4][cH:5]1>>[s:1]1[c:2](-[c:6]2[cH:7][cH:8][c:9]([CH2:12][N:13]([CH2:14][CH:15]([CH:16]([CH2:17][c:18]3[cH:19][cH:20][cH:21][cH:22][cH:23]3)[NH:24][C:25]([CH:26]([NH:27][C:28](=[O:29])[O:30][CH3:31])[CH:32]([CH3:33])[CH2:34][CH3:35])=[O:36])[OH:37])[NH:38][C:48]([CH:44]([NH:43][C:41]([O:40][CH3:39])=[O:42])[CH:45]([CH3:46])[CH3:47])=[O:49])[cH:10][cH:11]2)[n:3][cH:4][cH:5]1. Starting materials: ClCCl, C1CCOC1, COC(=O)NC(C(=O)O)C(C)C, CN(C)C=O, CCC(C)C(NC(=O)OC)C(=O)NC(Cc1ccccc1)C(O)CN(N)Cc1ccc(-c2nccs2)cc1. Product: CCC(C)C(NC(=O)OC)C(=O)NC(Cc1ccccc1)C(O)CN(Cc1ccc(-c2nccs2)cc1)NC(=O)C(NC(=O)OC)C(C)C.